This data is from the Open Reaction Database (ORD), a public repository of structured organic reaction records. The task is: describe an organic reaction: reactants, conditions, products, and yield Starting materials: CC(C1=CC=CC=C1)(C)NCCC(=O)OCC (ethyl 3-(α,α-dimethylbenzylamino)propionate), C([O-])([O-])=O.[K+].[K+] (potassium carbonate), C1(=CC=CC=C1)CC(=O)Cl (phenyl acetic acid chloride). Solvent: CC(=O)C (acetone). Reaction conditions: time 1 day. Product: C1(=CC=CC=C1)CC(=O)N(CCC(=O)OCC)C(C1=CC=CC=C1)(C)C (ethyl 3-(N-phenylacetyl-α,α-dimethylbenzylamino)propionate). Yield: 89.1%. Reaction SMILES: [CH3:1][C:2]([NH:10][CH2:11][CH2:12][C:13]([O:15][CH2:16][CH3:17])=[O:14])([CH3:9])[C:3]1[CH:8]=[CH:7][CH:6]=[CH:5][CH:4]=1.C(=O)([O-])[O-].[K+].[K+].[C:24]1([CH2:30][C:31](Cl)=[O:32])[CH:29]=[CH:28][CH:27]=[CH:26][CH:25]=1>CC(C)=O>[C:24]1([CH2:30][C:31]([N:10]([C:2]([CH3:1])([CH3:9])[C:3]2[CH:8]=[CH:7][CH:6]=[CH:5][CH:4]=2)[CH2:11][CH2:12][C:13]([O:15][CH2:16][CH3:17])=[O:14])=[O:32])[CH:29]=[CH:28][CH:27]=[CH:26][CH:25]=1 |f:1.2.3|. Procedure: 47.0 g (0.2 mol) of ethyl 3-(α,α-dimethylbenzylamino)propionate prepared by the method of Reference Example 16, was dissolved in 200 ml of acetone, and 30 g (0.22 mol) of potassium carbonate was added thereto. 31.0 g (0.2 mol) phenyl acetic acid chloride was dropwise added thereto at room temperature. After completion of the dropwise addition, the reaction solution was stirred for one day and night, and the reaction solvent was distilled off under reduced pressure. Water was added to the residue... Reactants: C=C(C)C1CCC(N)CC1, CCc1ncnc(Cl)c1Cl, [K+], [K+], O=C([O-])[O-], CN(C)C=O, O. Yields the product C=C(C)C1CCC(Nc2ncnc(CC)c2Cl)CC1. As a reaction SMILES: [C:11](=[CH2:12])([CH3:13])[CH:14]1[CH2:15][CH2:16][CH:17]([NH2:20])[CH2:18][CH2:19]1.[Cl:1][c:2]1[n:3][cH:4][n:5][c:6]([CH2:9][CH3:10])[c:7]1[Cl:8].[K+:21].[K+:22].[O-:23][C:24]([O-:25])=[O:26].[O:27]=[CH:28][N:29]([CH3:30])[CH3:31].[OH2:32]>>[c:2]1([NH:20][CH:17]2[CH2:16][CH2:15][CH:14]([C:11](=[CH2:12])[CH3:13])[CH2:19][CH2:18]2)[n:3][cH:4][n:5][c:6]([CH2:9][CH3:10])[c:7]1[Cl:8].